This data is from the Open Reaction Database (ORD), a public repository of structured organic reaction records. The task is: describe an organic reaction: reactants, conditions, products, and yield The reactants are C[C@@]12CC[C@@H]3[C@@]([C@H]1CC[C@@]4(C25C=CC6([C@H]4CC(CC6)(C)C)OO5)C)(C[C@H]([C@@H](C3(C)C)O)O)C (baccatin), CBZ baccatin III, CC1=C2C(C(=O)C3(C(CC4C(C3C(C(C2(C)C)(CC1O)O)OC(=O)C5=CC=CC=C5)(CO4)OC(=O)C)O)C)O (10-DAB III), CC1=C2[C@H](C(=O)[C@@]3([C@H](C[C@@H]4[C@]([C@H]3[C@@H]([C@@](C2(C)C)(C[C@@H]1O)O)OC(=O)C=5C=CC=CC5)(CO4)OC(=O)C)O)C)OC(=O)C (baccatin III), lithium alkoxide. The product is CC1=C2[C@H](C(=O)[C@@]3([C@H](C[C@@H]4[C@]([C@H]3[C@@H]([C@@](C2(C)C)(C[C@@H]1O)O)OC(=O)C=5C=CC=CC5)(CO4)OC(=O)C)O)C)O (10-deacetylbaccatin III). As a reaction SMILES: [CH3:1][C:2]1[CH:19]([OH:20])[CH2:18][C:14]2([OH:21])[C:15]([CH3:17])([CH3:16])[C:3]=1[CH:4]([OH:39])[C:5]([C:7]1([CH3:38])[CH:12]([CH:13]2[O:22][C:23]([C:25]2[CH:30]=[CH:29][CH:28]=[CH:27][CH:26]=2)=[O:24])[C:11]2([O:33][C:34]([CH3:36])=[O:35])[CH2:31][O:32][CH:10]2[CH2:9][CH:8]1[OH:37])=[O:6].C[C@]12C34OOC5(CCC(C)(C)C[C@H]5[C@]3(C)CC[C@@H]1[C@@]1(C)C[C@@H](O)[C@H](O)C(C)(C)[C@@H]1CC2)C=C4.CC1[C@@H](O)C[C@]2(O)C(C)(C)C=1[C@@H](OC(C)=O)C([C@@]1(C)[C@H]([C@@H]2OC(C2C=CC=CC=2)=O)[C@]2(OC(C)=O)CO[C@@H]2C[C@@H]1O)=O>>[CH3:1][C:2]1[C@@H:19]([OH:20])[CH2:18][C@:14]2([OH:21])[C:15]([CH3:16])([CH3:17])[C:3]=1[C@@H:4]([OH:39])[C:5]([C@@:7]1([CH3:38])[C@H:12]([C@@H:13]2[O:22][C:23]([C:25]2[CH:26]=[CH:27][CH:28]=[CH:29][CH:30]=2)=[O:24])[C@:11]2([O:33][C:34]([CH3:36])=[O:35])[CH2:31][O:32][C@@H:10]2[CH2:9][C@@H:8]1[OH:37])=[O:6]. Reported procedure: Alternatively, C-7 CBZ baccatin III can be synthesized directly from 1 0-deacetylbaccatin III as follows: ##STR9## Here, 10-DAB III is dissolved in THF to form a first solution which is cooled to a reduced temperature of less than -20° C., and preferably to -40° C., under a nitrogen atmosphere. At least two equivalents of n-butyl lithium (1.6 M in hexane) are then added dropwise to the first solution to form a second solution which is then stirred for approximately five minutes at the reduced te... The yield is 98.5%. Product: COC1=C(C=CC=C1OC1=C(C=CC=C1)Cl)CC#N (2-[2-methoxy-3-(2-chlorophenoxy)phenyl]acetonitrile). Solvent: CS(=O)C (dimethyl sulfoxide). RXN SMILES: [CH3:1][O:2][C:3]1[C:8]([CH2:9]Cl)=[CH:7][CH:6]=[CH:5][C:4]=1[O:11][C:12]1[CH:17]=[CH:16][CH:15]=[CH:14][C:13]=1[Cl:18].[C-:19]#[N:20].[K+]>CS(C)=O>[CH3:1][O:2][C:3]1[C:4]([O:11][C:12]2[CH:17]=[CH:16][CH:15]=[CH:14][C:13]=2[Cl:18])=[CH:5][CH:6]=[CH:7][C:8]=1[CH2:9][C:19]#[N:20] |f:1.2|. The reactants are COC1=C(C=CC=C1CCl)OC1=C(C=CC=C1)Cl (2-chlorophenyl 2-methoxy-3-chloromethylphenyl ether), [C-]#N.[K+] (potassium cyanide). Reported procedure: A solution of 2-chlorophenyl 2-methoxy-3-chloromethylphenyl ether (6.3 g) in dimethyl sulfoxide (40 ml) and powdered potassium cyanide (1.55 g) were treated in a similar manner to that of Example 3-(7) to give oily 2-[2-methoxy-3-(2-chlorophenoxy)phenyl]acetonitrile (6.0 g). As a reaction SMILES: [NH2:1][C:2]1[C:3]2[C:13]([S:14][CH3:15])=[CH:12][C:11]([N:16]3[CH2:21][CH2:20][CH:19]([NH2:22])[CH2:18][CH2:17]3)=[CH:10][C:4]=2[S:5][C:6]=1[C:7]([NH2:9])=[O:8].[C:23](=[O:26])([O-])[O-:24].[K+].[K+]>CN(C=O)C.CO.O>[C:3]([O:24][C:23](=[O:26])[NH:22][CH:19]1[CH2:18][CH2:17][N:16]([C:11]2[CH:12]=[C:13]([S:14][CH3:15])[C:3]3[C:2]([NH2:1])=[C:6]([C:7](=[O:8])[NH2:9])[S:5][C:4]=3[CH:10]=2)[CH2:21][CH2:20]1)([CH3:13])([CH3:4])[CH3:2] |f:1.2.3|. Solvent: O (H2O), CN(C)C=O (DMF), CO (MeOH). The yield is 206.4%. The product is C(C)(C)(C)OC(NC1CCN(CC1)C=1C=C(C2=C(SC(=C2N)C(N)=O)C1)SC)=O ([1-(3-amino-2-carbamoyl-4-methylthio-benzo[b]thiophen-6-yl)-piperidin-4-yl]-carbamic acid tert-butyl ester). Starting materials: NC=1C2=C(SC1C(=O)N)C=C(C=C2SC)N2CCC(CC2)N (3-amino-6-(4-amino-piperidin-1-yl)-4-methylthio-benzo[b]thiophene-2-carboxylic acid amide), solution, 2-thioacetamide, C([O-])([O-])=O.[K+].[K+] (potassium carbonate). Procedure details: To a solution of 0.211 g (0.577 mmol) of the above amide in DMF (5 mL) was added 1.6 mL (1.8 mmol) of a 10% solution of 2-thioacetamide in MeOH along with 0.80 g (5.8 mmol) of potassium carbonate. The mixture was heated to 70° C. for 15 h then cooled to room temperature and diluted with H2O which caused a solid to precipitate from solution. The solid was collected by filtration, washed with H2O and dried under vacuum to provide 0.260 g (100%) of [1-(3-amino-2-carbamoyl-4-methylthio-benzo[b]thiop... Run at temperature 70 celsius. RXN SMILES: [C:11](=[O:12])([O-:13])[O-:14].[CH3:45][C:46]#[N:47].[CH3:48][CH2:49][O:50][C:51]([CH3:52])=[O:53].[CH:1](=[N:2][OH:3])[c:4]1[c:5]([OH:10])[cH:6][cH:7][cH:8][cH:9]1.[Cs+:15].[Cs+:16].[I:39][c:40]1[s:41][cH:42][cH:43][cH:44]1.[OH2:54].[nH:17]1[n:18][cH:19][cH:20][c:21]1-[c:22]1[n:23][n:24](-[c:29]2[cH:30][c:31]([C:35]([F:36])([F:37])[F:38])[cH:32][cH:33][cH:34]2)[cH:25][cH:26][c:27]1=[O:28]>>[n:17]1(-[c:40]2[s:41][cH:42][cH:43][cH:44]2)[n:18][cH:19][cH:20][c:21]1-[c:22]1[n:23][n:24](-[c:29]2[cH:30][c:31]([C:35]([F:36])([F:37])[F:38])[cH:32][cH:33][cH:34]2)[cH:25][cH:26][c:27]1=[O:28]. Reactants: O=C([O-])[O-], CC#N, CCOC(C)=O, ON=Cc1ccccc1O, [Cs+], [Cs+], Ic1cccs1, O, O=c1ccn(-c2cccc(C(F)(F)F)c2)nc1-c1ccn[nH]1. Product: O=c1ccn(-c2cccc(C(F)(F)F)c2)nc1-c1ccnn1-c1cccs1. Starting materials: Nc1c(C(=O)O)ccc2c1C(=O)c1ccccc1C2=O, [Na+], [OH-], O. Product: Nc1cccc2c1C(=O)c1ccccc1C2=O. RXN SMILES: [NH2:1][c:2]1[c:3]([C:18]([OH:19])=[O:20])[cH:4][cH:5][c:6]2[c:15]1[C:14](=[O:16])[c:13]1[c:8]([cH:9][cH:10][cH:11][cH:12]1)[C:7]2=[O:17].[Na+:22].[OH-:21].[OH2:23]>>[NH2:1][c:2]1[cH:3][cH:4][cH:5][c:6]2[c:15]1[C:14](=[O:16])[c:13]1[c:8]([cH:9][cH:10][cH:11][cH:12]1)[C:7]2=[O:17]. The reagents and catalysts are Cl[Pd]([P](C1=CC=CC=C1)(C2=CC=CC=C2)C3=CC=CC=C3)([P](C4=CC=CC=C4)(C5=CC=CC=C5)C6=CC=CC=C6)Cl (bis(triphenylphosphine)palladium(II) dichloride). Starting materials: BrC=1C(=C2C(N=C(O2)C2CC2)=C(C1C)C#N)F (6-Bromo-2-cyclopropyl-7-fluoro-5-methyl-1,3-benzoxazole-4-carbonitrile), C(CCC)[Sn](C=1SC=CC1)(CCCC)CCCC (2-(tri-n-butylstannyl)thiophene), C(C)(C)(C)C1=CC(=CC(=C1O)C(C)(C)C)C (2,6-di-tert-butyl-p-cresol). Run in O1CCOCC1 (1,4-dioxane). Procedure: 6-Bromo-2-cyclopropyl-7-fluoro-5-methyl-1,3-benzoxazole-4-carbonitrile (I-77) (200 mg, 0.68 mmol), 2-(tri-n-butylstannyl)thiophene (280 μl, 0.88 mmol) and 2,6-di-tert-butyl-p-cresol (2 grains) were dissolved in 1,4-dioxane (6 ml), and at room temperature, bis(triphenylphosphine)palladium(II) dichloride (48 mg, 0.07 mmol) was added. The solution was stirred under nitrogen atmosphere at 100° C. for 15 hours. After cooling to room temperature, the insoluble matter was separated by filtration with w... Isolated yield 95.6%. Yields the product C1(CC1)C=1OC=2C(N1)=C(C(=C(C2F)C=2SC=CC2)C)C#N (2-Cyclopropyl-7-fluoro-5-methyl-6-(thiophen-2-yl)-1,3-benzoxazole-4-carbonitrile). Reaction SMILES: Br[C:2]1[C:3]([F:17])=[C:4]2[O:8][C:7]([CH:9]3[CH2:11][CH2:10]3)=[N:6][C:5]2=[C:12]([C:15]#[N:16])[C:13]=1[CH3:14].C([Sn](CCCC)(CCCC)[C:23]1[S:24][CH:25]=[CH:26][CH:27]=1)CCC.C(C1C(O)=C(C(C)(C)C)C=C(C)C=1)(C)(C)C>O1CCOCC1.Cl[Pd](Cl)([P](C1C=CC=CC=1)(C1C=CC=CC=1)C1C=CC=CC=1)[P](C1C=CC=CC=1)(C1C=CC=CC=1)C1C=CC=CC=1>[CH:9]1([C:7]2[O:8][C:4]3[C:5](=[C:12]([C:15]#[N:16])[C:13]([CH3:14])=[C:2]([C:23]4[S:24][CH:25]=[CH:26][CH:27]=4)[C:3]=3[F:17])[N:6]=2)[CH2:11][CH2:10]1 |^1:60,79|. Conditions: temperature 100 celsius, time 15 hour. The reactants are CC(C)(C)OC(=O)CN=C(c1ccccc1)c1ccccc1, CC(C)[N-]C(C)C, ICC1CCCCCC1, [Li+], C1CCOC1. Yields the product CC(C)(C)OC(=O)C(CC1CCCCCC1)N=C(c1ccccc1)c1ccccc1. Reaction SMILES: [C:1]([CH3:2])([CH3:3])([CH3:4])[O:5][C:6]([CH2:7][N:8]=[C:9]([c:10]1[cH:11][cH:12][cH:13][cH:14][cH:15]1)[c:16]1[cH:17][cH:18][cH:19][cH:20][cH:21]1)=[O:22].[CH:23]([N-:24][CH:25]([CH3:26])[CH3:27])([CH3:28])[CH3:29].[CH:31]1([CH2:38][I:39])[CH2:32][CH2:33][CH2:34][CH2:35][CH2:36][CH2:37]1.[Li+:30].[O:40]1[CH2:41][CH2:42][CH2:43][CH2:44]1>>[C:1]([CH3:2])([CH3:3])([CH3:4])[O:5][C:6]([CH:7]([N:8]=[C:9]([c:10]1[cH:11][cH:12][cH:13][cH:14][cH:15]1)[c:16]1[cH:17][cH:18][cH:19][cH:20][cH:21]1)[CH2:38][CH:31]1[CH2:32][CH2:33][CH2:34][CH2:35][CH2:36][CH2:37]1)=[O:22]. Reactants: O.[O-2].[O-2].[O-2].O=[Si]=O.O=[Si]=O.O=[Si]=O.O=[Si]=O.[Al+3].[Al+3] (montmorillonite K10), C(OC)(OC)OC (trimethyl orthoformate), ClC=1C(=NN(C1OC(F)F)C)C1=CC(=C(C=C1)Cl)C=O (4-chloro-3-(4-chloro-3-formylphenyl)-5-difluoromethoxy-1-methyl-1H-pyrazole). Solvent: ClCCl (dichloromethane), ClCCl (dichloromethane). Run at time 8 hour. Product: ClC=1C(=NN(C1OC(F)F)C)C1=CC(=C(C=C1)Cl)C(OC)OC (4-Chloro-3-[4-chloro-3-(dimethoxymethyl)-phenyl]-5-difluoromethoxy-1-methyl-1H-pyrazole). RXN SMILES: O.[O-2].[O-2].[O-2].O=[Si]=O.O=[Si]=O.O=[Si]=O.O=[Si]=O.[Al+3].[Al+3].[CH:19]([O:24][CH3:25])([O:22][CH3:23])OC.[Cl:26][C:27]1[C:28]([C:37]2[CH:42]=[CH:41][C:40]([Cl:43])=[C:39](C=O)[CH:38]=2)=[N:29][N:30]([CH3:36])[C:31]=1[O:32][CH:33]([F:35])[F:34]>ClCCl>[Cl:26][C:27]1[C:28]([C:37]2[CH:42]=[CH:41][C:40]([Cl:43])=[C:39]([CH:19]([O:22][CH3:23])[O:24][CH3:25])[CH:38]=2)=[N:29][N:30]([CH3:36])[C:31]=1[O:32][CH:33]([F:34])[F:35] |f:0.1.2.3.4.5.6.7.8.9|. Reported procedure: 15 g of montmorillonite K10 were added to a solution of 16 ml of trimethyl orthoformate in 80 ml of dichloromethane. A solution of 6.4 g (20 mmol) of 4-chloro-3-(4-chloro-3-formylphenyl)-5-difluoromethoxy-1-methyl-1H-pyrazole in 20 ml of dichloromethane was added dropwise at 5° C. to this mixture. The mixture was then stirred at room temperature overnight. The solids were then separated off and the clear reaction solution which remained was concentrated. Yield: 6.7 g. Reactants: C, CC(=O)[O-], CCO, CCOC(=O)C(Cl)(Cl)CC(F)(F)Cl, [H][H], [Na+], [Pt]. Yields the product CCOC(=O)CCC(F)(F)Cl. As a reaction SMILES: [C:24].[CH3:15][C:16](=[O:17])[O-:18].[CH3:21][CH2:22][OH:23].[Cl:1][C:2]([C:3](=[O:4])[O:5][CH2:6][CH3:7])([CH2:8][C:9]([F:10])([F:11])[Cl:12])[Cl:13].[H:19][H:20].[Na+:14].[Pt:25]>>[CH2:2]([C:3](=[O:4])[O:5][CH2:6][CH3:7])[CH2:8][C:9]([F:10])([F:11])[Cl:12]. Reactants: Cl (HCl), solution, P(Cl)(Cl)C1=CC=CC=C1 (Cl2PPh), Cl (HCl), solution, N(CC)CC (HNEt2), [Li]CCCC (BuLi), solution, ice, [Mg] (magnesium). The solvent is CCOCC (Et2O), CCOCC (Et2O), C1CCOC1 (THF), CCOCC (Et2O), CCCCCC (hexane), CCOCC (Et2O), C1CCOC1 (THF). Run at time 8 hour. Product: N1=C(C=CC=C1)PC1=CC=CC=C1 (pyridylphenylphosphine). As a reaction SMILES: [P:1]([C:4]1[CH:9]=[CH:8][CH:7]=[CH:6][CH:5]=1)(Cl)Cl.[NH:10]([CH2:13][CH3:14])[CH2:11][CH3:12].[Li][CH2:16]CCC.Cl.[Mg]>CCOCC.CCCCCC.C1COCC1>[N:10]1[CH:13]=[CH:14][CH:16]=[CH:12][C:11]=1[PH:1][C:4]1[CH:9]=[CH:8][CH:7]=[CH:6][CH:5]=1. Reported procedure: A solution of Cl2PPh (30 mL, 220 mmol) in Et2O (800 mL) in a 1 L Schlenk flask was cooled to −78° C. and a solution of HNEt2 (46 mL, 440 mmol) added through a dropping funnel over 30 min with stirring. The solution was allowed to rise to room temperature and stood overnight. The resulting yellow solution was cannula transferred into a clean Schlenk flask and the solvent removed under vacuum. To the solid residue was added ether (500 ml) and the mixture rapidly stirred for 1 hour and then stood o...